This data is from the Open Reaction Database (ORD), a public repository of structured organic reaction records. The task is: describe an organic reaction: reactants, conditions, products, and yield The reactants are CC1CNCCN1, Nc1c(F)c(F)c(OC(F)F)c2c1c(=O)c(C(=O)O)cn2C1CC1, c1ccncc1. Yields the product CC1CN(c2c(F)c(N)c3c(=O)c(C(=O)O)cn(C4CC4)c3c2OC(F)F)CCN1. RXN SMILES: [CH3:1][CH:2]1[NH:3][CH2:4][CH2:5][NH:6][CH2:7]1.[NH2:8][c:9]1[c:10]2[c:11](=[O:31])[c:12]([C:28](=[O:29])[OH:30])[cH:13][n:14]([CH:25]3[CH2:26][CH2:27]3)[c:15]2[c:16]([O:21][CH:22]([F:23])[F:24])[c:17]([F:20])[c:18]1[F:19].[cH:32]1[cH:33][cH:34][n:35][cH:36][cH:37]1>>[CH3:1][CH:2]1[NH:3][CH2:4][CH2:5][N:6]([c:17]2[c:16]([O:21][CH:22]([F:23])[F:24])[c:15]3[c:10]([c:9]([NH2:8])[c:18]2[F:19])[c:11](=[O:31])[c:12]([C:28](=[O:29])[OH:30])[cH:13][n:14]3[CH:25]2[CH2:26][CH2:27]2)[CH2:7]1. The reactants are OCCN1CCN(CC1)C1=NC=C(C#N)C=C1 (6-[4-(2-hydroxy-ethyl)-piperazin-1-yl]-nicotinonitrile), N1C=NC=C1 (imidazole), [Si](C)(C)(C(C)(C)C)Cl (TBDMS chloride). Solvent: CN(C)C=O (DMF), CN(C)C=O (DMF), CCOC(=O)C (EtOAc). Run at time 16 hour. Yields the product C(C)(C)(C)[Si](OCCN1CCN(CC1)C1=NC=C(C#N)C=C1)(C)C (6-{4-[2-(tert-butyl-dimethyl-silanyloxy)-ethyl]-piperazin-1-yl}-nicotinonitrile). Yield: 75.3%. RXN SMILES: [OH:1][CH2:2][CH2:3][N:4]1[CH2:9][CH2:8][N:7]([C:10]2[CH:17]=[CH:16][C:13]([C:14]#[N:15])=[CH:12][N:11]=2)[CH2:6][CH2:5]1.N1C=CN=C1.[Si:23](Cl)([C:26]([CH3:29])([CH3:28])[CH3:27])([CH3:25])[CH3:24]>CN(C=O)C.CCOC(C)=O>[C:26]([Si:23]([CH3:25])([CH3:24])[O:1][CH2:2][CH2:3][N:4]1[CH2:5][CH2:6][N:7]([C:10]2[CH:17]=[CH:16][C:13]([C:14]#[N:15])=[CH:12][N:11]=2)[CH2:8][CH2:9]1)([CH3:29])([CH3:28])[CH3:27]. Reported procedure: To a solution of 6-[4-(2-hydroxy-ethyl)-piperazin-1-yl]-nicotinonitrile (350 mg, 1.51 mmol) and imidazole (236 mg, 3.47 mmol) in anhydrous DMF (3 mL) was added TBDMS chloride (295 mg, 1.96 mmol) in anhydrous DMF (2 mL) and the reaction mixture stirred for 16 h at RT. The reaction mixture was diluted with EtOAc (5 mL) and washed with water (10 mL) and brine (10 mL). The organic phase was separated, passed through a phase separation cartridge and concentrated in vacuo. The crude residue was purifi... Solvent: C1CCOC1 (THF). Yields the product C(C)(=O)[C@H]1CC[C@H](CC1)NC(OC(C)(C)C)=O (tert-butyl cis-4-acetylcyclohexylcarbamate). The yield is 45.5%. RXN SMILES: CON(C)[C:4]([C@@H:6]1[CH2:11][CH2:10][C@H:9]([NH:12][C:13](=[O:19])[O:14][C:15]([CH3:18])([CH3:17])[CH3:16])[CH2:8][CH2:7]1)=[O:5].[CH3:21][Mg]I>C1COCC1>[C:4]([C@@H:6]1[CH2:7][CH2:8][C@H:9]([NH:12][C:13](=[O:19])[O:14][C:15]([CH3:16])([CH3:17])[CH3:18])[CH2:10][CH2:11]1)(=[O:5])[CH3:21]. Procedure: A suspension of tert-butyl cis-4-(methoxy(methyl)carbamoyl)cyclohexylcarbamate (4.7 g, 16.41 mmol) in THF (109 mL) was cooled to 0° C. under nitrogen atmosphere. To this was added methylmagnesium iodide (3M in ether solution)(10.94 mL, 32.8 mmol) dropwise via syringe, and the mixture was stirred at 0° C. for 1 hour. The ice bath was removed, and the reaction mixture was stirred for 18 hours at RT. The reaction mixture was again cooled to 0° C. under nitrogen atmosphere and quenched with aqueous ... The reactants are CON(C(=O)[C@H]1CC[C@H](CC1)NC(OC(C)(C)C)=O)C (tert-butyl cis-4-(methoxy(methyl)carbamoyl)cyclohexylcarbamate), C[Mg]I (methylmagnesium iodide). Run at temperature 0 celsius, time 1 hour. The reactants are C(CCC)[Li] (n-butyl lithium), BrC1=NC=CC=C1 (2-bromopyridine), C1COC2(CCC(CC2)=O)O1 (1,4-cyclohexanedione mono-ethylene ketal). Run in CCOCC (ether), CCOCC (ether). Conditions: temperature 0 celsius, time 1 hour. Yields the product N1=C(C=CC=C1)C1(CCC2(OCCO2)CC1)O (8-Pyridin-2-yl-1,4-dioxaspiro[4.5]decan-8-ol). Yield: 33.6%. Reaction SMILES: Br[C:2]1[CH:7]=[CH:6][CH:5]=[CH:4][N:3]=1.C([Li])CCC.[CH2:13]1[O:23][C:16]2([CH2:21][CH2:20][C:19](=[O:22])[CH2:18][CH2:17]2)[O:15][CH2:14]1>CCOCC>[N:3]1[CH:4]=[CH:5][CH:6]=[CH:7][C:2]=1[C:19]1([OH:22])[CH2:20][CH2:21][C:16]2([O:23][CH2:13][CH2:14][O:15]2)[CH2:17][CH2:18]1. Reported procedure: To a solution of 2-bromopyridine (14 g, 88.6 mmol) in anhydrous ether (300 mL) cooled at −78° C. was slowly added a solution of 2.5 M n-butyl lithium (36 mL). After the addition, stirring was continued at −78° C. for 1 hour. To it was slowly added a solution of 1,4-cyclohexanedione mono-ethylene ketal (15 g, 96 mmol) in anhydrous ether (300 mL). When the addition was complete, the mixture was allowed to warm to 0° C. and stirring was continued for 1 hour. The reaction was quenched by addition of... The reactants are C(C)(C)(C)OC(=O)N1CCC(CC1)C1=CN(C2=NC=CC=C21)CC2=COC=C2 (4-(1-furan-3-ylmethyl-1H-pyrrolo[2,3-b]pyridin-3-yl) piperidine-1-carboxylic acid tert-butyl ester), crude mixture. Run in ClCCl (dichloromethane), FC(C(=O)O)(F)F (trifluoroacetic acid). Product: O1C=C(C=C1)CN1C=C(C=2C1=NC=CC2)N2CCCCC2 (1-furan-3-ylmethyl-3-piperidinyl-1H-pyrrolo[2,3-b]pyridine). RXN SMILES: C(OC(N1CCC([C:14]2[C:22]3[C:17](=[N:18][CH:19]=[CH:20][CH:21]=3)[N:16]([CH2:23][C:24]3[CH:28]=[CH:27][O:26][CH:25]=3)[CH:15]=2)CC1)=O)(C)(C)C>ClCCl.FC(F)(F)C(O)=O>[O:26]1[CH:27]=[CH:28][C:24]([CH2:23][N:16]2[C:17]3=[N:18][CH:19]=[CH:20][CH:21]=[C:22]3[C:14]([N:18]3[CH2:19][CH2:20][CH2:21][CH2:22][CH2:17]3)=[CH:15]2)=[CH:25]1. Reported procedure: Over a solution of 1.4 g (3.7 mmol) of 4-(1-furan-3-ylmethyl-1H-pyrrolo[2,3-b]pyridin-3-yl) piperidine-1-carboxylic acid tert-butyl ester in 10 ml of dichloromethane, 2.85 ml of trifluoroacetic acid were carefully added. The crude mixture was stirred at room temperature for 1 hour. The solvent was removed under reduced pressure and the crude residue was dissolved in 10 ml of ethyl acetate and washed with saturated aqueous solution of sodium carbonate and brine. After drying over sodium sulphate,... Reactants: COC(=O)C=1OC=CC1 (Furan-2-carboxylic acid methyl ester), BrC12CC3CC(CC(C1)C3)C2 (1-bromo-adamantane), [Al+3].[Cl-].[Cl-].[Cl-] (AlCl3). Solvent: ClC1=C(C=CC=C1)Cl (ortho-dichlorobenzene). Reaction conditions: temperature 0 celsius, time 4 hour. The product is COC(=O)C=1OC(=CC1)C12CC3CC(CC(C1)C3)C2 (5-Adamantan-1-yl-furan-2-carboxylic acid methyl ester). Reaction SMILES: [CH3:1][O:2][C:3]([C:5]1[O:6][CH:7]=[CH:8][CH:9]=1)=[O:4].Br[C:11]12[CH2:20][CH:15]3[CH2:16][CH:17]([CH2:19][CH:13]([CH2:14]3)[CH2:12]1)[CH2:18]2.[Al+3].[Cl-].[Cl-].[Cl-]>ClC1C=CC=CC=1Cl>[CH3:1][O:2][C:3]([C:5]1[O:6][C:7]([C:11]23[CH2:20][CH:15]4[CH2:16][CH:17]([CH2:19][CH:13]([CH2:14]4)[CH2:12]2)[CH2:18]3)=[CH:8][CH:9]=1)=[O:4] |f:2.3.4.5|. Reported procedure: Furan-2-carboxylic acid methyl ester (500 mg, 3.97 mmol) and 1-bromo-adamantane (853 mg, 3.97 mmol) were dissolved in ortho-dichlorobenzene (6 ml) and cooled to 0° C. before adding AlCl3 (1.06 g, 7.94 mmol) as a solid. The reaction mixture was allowed to warm up to room temperature, stirred for 4 h, then heated to 40° C. for 2 h and left standing at room temperature overnight. The reaction mixture was cooled to 0° C. and quenched with H2O (10 ml). The organic layer was separated and the aqueous ... Starting materials: COC(=O)N1C[C@](C(C1)C1=CC(=C(C=C1)OC)OC1CCCC1)(C)C(C)=O ((R)-3-acetyl-4-(3-cyclopentyloxy-4-methoxyphenyl)-3-methyl-pyrrolidine-1-carboxylic acid methyl ester), CNN (methl hydrazine), COC(=O)N1C[C@](C(C1)C1=CC(=C(C=C1)OC)OC1CCCC1)(C)C(C)=O ((R)-3-acetyl-4-(3-cyclopentyloxy-4-methoxyphenyl)-3-methyl-pyrrolidine-1-carboxylic acid methyl ester), C(C)(=O)O (acetic acid), CNN (methyl hydrazine). The solvent is CO (methanol). Yields the product COC(=O)N1C[C@@](C(C1)C1=CC(=C(C=C1)OC)OC1CCCC1)(C(C)=NNC)C ((R)-4-(3-Cyclopentyloxy-4-methoxyphenyl)-3-methyl-3-[1-(methylhydrazono)ethyl]-pyrrolidine-1-carboxylic acid methyl ester). RXN SMILES: [CH3:1][O:2][C:3]([N:5]1[CH2:9][CH:8]([C:10]2[CH:15]=[CH:14][C:13]([O:16][CH3:17])=[C:12]([O:18][CH:19]3[CH2:23][CH2:22][CH2:21][CH2:20]3)[CH:11]=2)[C@:7]([C:25](=O)[CH3:26])([CH3:24])[CH2:6]1)=[O:4].C(O)(=O)C.[CH3:32][NH:33][NH2:34]>CO>[CH3:1][O:2][C:3]([N:5]1[CH2:9][CH:8]([C:10]2[CH:15]=[CH:14][C:13]([O:16][CH3:17])=[C:12]([O:18][CH:19]3[CH2:23][CH2:22][CH2:21][CH2:20]3)[CH:11]=2)[C@@:7]([CH3:24])([C:25](=[N:34][NH:33][CH3:32])[CH3:26])[CH2:6]1)=[O:4]. Procedure: To a stirred solution of (R)-3-acetyl-4-(3-cyclopentyloxy-4-methoxyphenyl)-3-methyl-pyrrolidine-1-carboxylic acid methyl ester (see Example 12 of Feldman et al. U.S. Pat. No. 5,665,654, incorporated herein by reference) (or (R)-3-acetyl-4-(3-cyclopentyloxy-4-methoxyphenyl)-3-methyl-pyrrolidine-1-carboxylic acid methyl ester) (0.133 mmol, 50 mg) in methanol (2 mL) with catalytic amount of acetic acid (20 μL) was added methyl hydrazine (0.147 mmol, 7.8 μL). The reaction was heated gently for 36 ho...